Task: describe an organic reaction: reactants, conditions, products, and yield. Dataset: the Open Reaction Database (ORD), a public repository of structured organic reaction records Reactants: [H-].[Na+] (sodium hydride), ClCCN(C)C (2-chloro-N,N-dimethylethylamine), C1(=CC=CC=C1)C1=NNC=C1N1CCN(CC1)C(=O)OC(C)(C)C (tert-butyl 4-(3-phenyl-1H-pyrazol-4-yl)piperazine-1-carboxylate). Solvent: CN(C)C=O (DMF), CN(C)C=O (DMF), CN(C=O)C (dimethylformamide). Run at temperature 0 celsius, time 30 minute. Product: CN(CCN1N=C(C(=C1)N1CCN(CC1)C(=O)OC(C)(C)C)C1=CC=CC=C1)C (tert-butyl 4-(1-(2-(dimethylamino)ethyl)-3-phenyl-1H-pyrazol-4-yl)piperazine-1-carboxylate). Reaction SMILES: [H-].[Na+].[C:3]1([C:9]2[C:13]([N:14]3[CH2:19][CH2:18][N:17]([C:20]([O:22][C:23]([CH3:26])([CH3:25])[CH3:24])=[O:21])[CH2:16][CH2:15]3)=[CH:12][NH:11][N:10]=2)[CH:8]=[CH:7][CH:6]=[CH:5][CH:4]=1.Cl[CH2:28][CH2:29][N:30]([CH3:32])[CH3:31]>CN(C=O)C>[CH3:31][N:30]([CH3:32])[CH2:29][CH2:28][N:11]1[CH:12]=[C:13]([N:14]2[CH2:15][CH2:16][N:17]([C:20]([O:22][C:23]([CH3:26])([CH3:25])[CH3:24])=[O:21])[CH2:18][CH2:19]2)[C:9]([C:3]2[CH:4]=[CH:5][CH:6]=[CH:7][CH:8]=2)=[N:10]1 |f:0.1|. Procedure details: To sodium hydride (0.1 g) taken in a dry 100 ml 3-necked round bottom flask cooled to 0° C., dry dimethylformamide (2 ml) was added. To the above mixture, compound tert-butyl 4-(3-phenyl-1H-pyrazol-4-yl)piperazine-1-carboxylate (0.5 g) in DMF (2 ml) was slowly added at 0° C. After 30 min, 2-chloro-N,N-dimethylethylamine (200 mg) in DMF (1 ml) was added to the above mixture. Reaction mixture was allowed to stir at room temperature for overnight, quenched with ice and extracted with ethyl acetate.... Reactants: CC(C)C[Al+]CC(C)C, Cc1ccccc1, Cl, [H-], O=C(C(F)(F)F)C(F)(F)C(O)C1CC2C=CC1C2. The product is OC(C1CC2C=CC1C2)C(F)(F)C(O)C(F)(F)F. RXN SMILES: [CH2:2]([Al+:3][CH2:4][CH:5]([CH3:6])[CH3:7])[CH:8]([CH3:9])[CH3:10].[CH3:30][c:31]1[cH:32][cH:33][cH:34][cH:35][cH:36]1.[ClH:29].[H-:1].[OH:11][CH:12]([C:13]([C:14]([C:15]([F:16])([F:17])[F:18])=[O:19])([F:20])[F:21])[CH:22]1[CH:23]2[CH:24]=[CH:25][CH:26]([CH2:27]1)[CH2:28]2>>[OH:11][CH:12]([C:13]([CH:14]([C:15]([F:16])([F:17])[F:18])[OH:19])([F:20])[F:21])[CH:22]1[CH:23]2[CH:24]=[CH:25][CH:26]([CH2:27]1)[CH2:28]2. The reactants are C(C)(C)N(C(C)C)CC (N,N-diisopropylethylamine), [N+](=O)([O-])C1=CC=C(C=C1)OC(=O)N1C(O[C@H]([C@@H]1C1=CC(=C(C=C1)F)F)COC)=O ((4S,5R)-4-(3,4-difluorophenyl)-2-oxo-5-methoxymethyl-oxazolidine-3-carboxylic acid 4-nitrophenyl ester), Cl.Cl.NCCCN1CCC(CC1)C1=C(C#N)C=CC=C1 (2-[1-(3-aminopropyl)piperidin-4-yl]benzonitrile dihydrochloride). Solvent: C(C)(=O)OCC (ethyl acetate). Conditions: time 20 hour. Yields the product hydrochloride salt, Cl.C(#N)C1=C(C=CC=C1)C1CCN(CC1)CCCNC(=O)N1C(O[C@H]([C@@H]1C1=CC(=C(C=C1)F)F)COC)=O ((4S,5R)-4-(3,4-difluorophenyl)-5-methoxymethyl-2-oxo-oxazolidine-3-carboxylic acid {3-[4-(2-cyanophenyl)piperidin-1-yl]propyl}amide hydrochloride). As a reaction SMILES: [N+](C1C=CC(O[C:11]([N:13]2[C@@H:17]([C:18]3[CH:23]=[CH:22][C:21]([F:24])=[C:20]([F:25])[CH:19]=3)[C@H:16]([CH2:26][O:27][CH3:28])[O:15][C:14]2=[O:29])=[O:12])=CC=1)([O-])=O.[ClH:30].Cl.[NH2:32][CH2:33][CH2:34][CH2:35][N:36]1[CH2:41][CH2:40][CH:39]([C:42]2[CH:49]=[CH:48][CH:47]=[CH:46][C:43]=2[C:44]#[N:45])[CH2:38][CH2:37]1.C(N(CC)C(C)C)(C)C>C(OCC)(=O)C>[ClH:30].[C:44]([C:43]1[CH:46]=[CH:47][CH:48]=[CH:49][C:42]=1[CH:39]1[CH2:38][CH2:37][N:36]([CH2:35][CH2:34][CH2:33][NH:32][C:11]([N:13]2[C@@H:17]([C:18]3[CH:23]=[CH:22][C:21]([F:24])=[C:20]([F:25])[CH:19]=3)[C@H:16]([CH2:26][O:27][CH3:28])[O:15][C:14]2=[O:29])=[O:12])[CH2:41][CH2:40]1)#[N:45] |f:1.2.3,6.7|. Procedure details: To a solution of (4S,5R)-4-(3,4-difluorophenyl)-2-oxo-5-methoxymethyl-oxazolidine-3-carboxylic acid 4-nitrophenyl ester (195 mg, 0.48 mmol) in dry tetrahydroftirin (3 mL) was added 2-[1-(3-aminopropyl)piperidin-4-yl]benzonitrile dihydrochloride (134 mg, 0.48 mmol) (see Example 3) followed by N,N-diisopropylethylamine (167 μL, 0.96 mmol). The reaction mixture was stirred at room temperature for 20 h when the reaction was diluted with ethyl acetate (50 mL), washed with 10% aqueous sodium carbonate... RXN SMILES: [CH2:1]1[O:2][CH:3]([CH2:4][CH2:5][CH:6]=[CH2:7])[CH2:8][O:9][CH2:10]1.[I+3:11]([O-:12])([O-:13])([O-:14])[O-:15].[Na+:16].[O-:17][I+3:18]([O-:19])([O-:20])[O-:21].[OH2:22]>>[CH2:1]1[O:2][CH:3]([CH2:4][CH2:5][CH:6]=[O:12])[CH2:8][O:9][CH2:10]1. Product: O=CCCC1COCCO1. Starting materials: C=CCCC1COCCO1, [O-][I+3]([O-])([O-])[O-], [Na+], [O-][I+3]([O-])([O-])[O-], O. Starting materials: C(C)(C)(C)OC(=O)N[C@H](C(N1CCCC1)=O)[C@@H](C(=O)OC)CC=C (Methyl (2S)-2-[(1S)-1-[(tert-butoxycarbonyl)amino]-2-oxo-2-pyrrolidin-1-ylethyl]pent-4-enoate). Reagents/catalysts: [Pd] (palladium on carbon). The solvent is C(C)(=O)OCC (ethyl acetate). Run at time 2 hour. Yields the product C(C)(C)(C)OC(=O)N[C@H](C(N1CCCC1)=O)[C@@H](C(=O)OC)CCC (Methyl (2S)-2-{(1S)-1-[(tert-butoxycarbonyl)amino]-2-oxo-2-pyrrolidin-1-ylethyl}pentanoate). As a reaction SMILES: [C:1]([O:5][C:6]([NH:8][C@@H:9]([C@H:17]([CH2:22][CH:23]=[CH2:24])[C:18]([O:20][CH3:21])=[O:19])[C:10](=[O:16])[N:11]1[CH2:15][CH2:14][CH2:13][CH2:12]1)=[O:7])([CH3:4])([CH3:3])[CH3:2]>C(OCC)(=O)C.[Pd]>[C:1]([O:5][C:6]([NH:8][C@@H:9]([C@H:17]([CH2:22][CH2:23][CH3:24])[C:18]([O:20][CH3:21])=[O:19])[C:10](=[O:16])[N:11]1[CH2:12][CH2:13][CH2:14][CH2:15]1)=[O:7])([CH3:4])([CH3:3])[CH3:2]. Procedure details: To a stirred solution of the product from Step B (1.54 g) in ethyl acetate (30 mL) was added 5% palladium on carbon (298 mg). The reaction mixture was stirred under hydrogen (1 atm) at room temperature for 2 h, then filtered through a pad of Celite and concentrated to give the desired product.